This data is from the Open Reaction Database (ORD), a public repository of structured organic reaction records. The task is: describe an organic reaction: reactants, conditions, products, and yield Starting materials: ClC1=NC=NC2=CC(=C(C=C12)OC)OCCCN1CCCC1 (4-chloro-6-methoxy-7-(3-(pyrrolidin-1-yl)propoxy)quinazoline), C([O-])([O-])=O.[K+].[K+] (potassium carbonate), OC1=CC=2NC3=CC=CC=C3C2C=C1 (2-hydroxycarbazole). Solvent: CN(C)C=O (DMF). Run at temperature 100 celsius. Yields the product N1=CN=CC2=CC=CC=C12 (quinazoline). Isolated yield 76.8%. As a reaction SMILES: Cl[C:2]1[C:11]2[C:6](=[CH:7][C:8](OCCCN3CCCC3)=[C:9](OC)[CH:10]=2)[N:5]=[CH:4][N:3]=1.C(=O)([O-])[O-].[K+].[K+].OC1C=CC2C3C(=CC=CC=3)NC=2C=1>CN(C=O)C>[N:5]1[C:6]2[C:11](=[CH:10][CH:9]=[CH:8][CH:7]=2)[CH:2]=[N:3][CH:4]=1 |f:1.2.3|. Reported procedure: To a solution of 4-chloro-6-methoxy-7-(3-(pyrrolidin-1-yl)propoxy)quinazoline (100 mg, 0.31 mmol), (prepared as described for the starting material in Example 9), in DMF (10 ml) was added potassium carbonate (124 mg, 0.9 mmol, 3eq.) followed by 2-hydroxycarbazole (66 mg, 0.36 mmol, 1.2eq.) and the reaction heated at 100° C. for 4 hours. The DMF was removed in vacuo, the residue dissolved in dichloromethane and placed onto a 2 g SCX ion-exchange column. Elution with dichloromethane, followed by 2... Reactants: C[Si](Cl)(C)C (trimethylchlorosilane), Cl (hydrochloride), CN(C1(CCC(CC1)N1CCCCC1)C1=CC=CC=C1)C (dimethyl(1-phenyl-4-piperidine-1-ylcyclohexyl)amine). Run in CC(=O)CC (ethyl methyl ketone). The product is Cl.Cl.CN(C1(CCC(CC1)N1CCCCC1)C1=CC=CC=C1)C (Dimethyl(1-phenyl-4-piperidine-1-ylcyclohexyl)amine dihydrochloride), CN(C1(CCC(CC1)N1CCCCC1)C1=CC=CC=C1)C (dimethyl(1-phenyl-4-piperidine-1-ylcyclohexyl)amine). Reaction SMILES: [ClH:1].[CH3:2][N:3]([CH3:22])[C:4]1([C:16]2[CH:21]=[CH:20][CH:19]=[CH:18][CH:17]=2)[CH2:9][CH2:8][CH:7]([N:10]2[CH2:15][CH2:14][CH2:13][CH2:12][CH2:11]2)[CH2:6][CH2:5]1.C[Si](C)(C)[Cl:25]>CC(CC)=O>[ClH:25].[ClH:1].[CH3:2][N:3]([CH3:22])[C:4]1([C:16]2[CH:17]=[CH:18][CH:19]=[CH:20][CH:21]=2)[CH2:5][CH2:6][CH:7]([N:10]2[CH2:15][CH2:14][CH2:13][CH2:12][CH2:11]2)[CH2:8][CH2:9]1.[CH3:2][N:3]([CH3:22])[C:4]1([C:16]2[CH:17]=[CH:18][CH:19]=[CH:20][CH:21]=2)[CH2:5][CH2:6][CH:7]([N:10]2[CH2:15][CH2:14][CH2:13][CH2:12][CH2:11]2)[CH2:8][CH2:9]1 |f:4.5.6|. Procedure: To prepare the hydrochloride the polar diastereoisomer of dimethyl(1-phenyl-4-piperidine-1-ylcyclohexyl)amine (92 mg, 0.32 mmole) was dissolved in ethyl methyl ketone (4 ml) and trimethylchlorosilane (102 μl, 0.8 mmole) was added. The solid thereby obtained was filtered off and dried. The hydrochloride of dimethyl(1-phenyl-4-piperidine-1-ylcyclohexyl)amine was thereby obtained as a colourless solid (Example 61) with an m.p. of 260°-261° C. in a yield of 103 mg (100%). The reactants are N(=O)[O-].[Na+] (NaNO2), SnCl2-2H2O, NC1=C(C=CC=C1)C(CCCCl)=O (1-(2-aminophenyl)-4-chloro-1-butanone). Run in O (H2O), Cl (HCl), Cl (HCl). Reaction conditions: time 1 hour. The product is ClCCCC1=NNC2=CC=CC=C12 (3-(3-chloropropyl)-1H-indazole). Yield: 24.9%. RXN SMILES: [NH2:1][C:2]1[CH:7]=[CH:6][CH:5]=[CH:4][C:3]=1[C:8](=O)[CH2:9][CH2:10][CH2:11][Cl:12].[N:14]([O-])=O.[Na+]>Cl.O>[Cl:12][CH2:11][CH2:10][CH2:9][C:8]1[C:3]2[C:2](=[CH:7][CH:6]=[CH:5][CH:4]=2)[NH:1][N:14]=1 |f:1.2|. Reported procedure: To a suspension of 1-(2-aminophenyl)-4-chloro-1-butanone (508 mg, 2.6 mmol) in concentrated HCl (3.5 mL) at −5° C. was added a solution of NaNO2 (193 mg, 2.8 mmol) in H2O (0.75 mL), and the reaction mixture was stirred for 1 h. A solution of SnCl2-2H2O (1.37 g, 6.07 mmol) in concentrated HCl (1.9 mL) was added at −5° C. to the solution, and this stirred for 1 h under ice cooling. The reaction was quenched with H2O and extracted into Et2O (100 mL). The organic solution was washed with H2O (50 mL)... The reactants are CCO, CC(=O)O, [Fe], CCOC(=O)c1ccc([N+](=O)[O-])c(NC(=O)CCCC(C)C)c1. The product is CCOC(=O)c1ccc(N)c(NC(=O)CCCC(C)C)c1. RXN SMILES: [CH3:1][CH2:2][OH:3].[CH3:28][C:29](=[O:30])[OH:31].[Fe:27].[N+:4]([O-:5])(=[O:6])[c:7]1[c:8]([NH:18][C:19]([CH2:20][CH2:21][CH2:22][CH:23]([CH3:24])[CH3:25])=[O:26])[cH:9][c:10]([C:11](=[O:12])[O:13][CH2:14][CH3:15])[cH:16][cH:17]1>>[NH2:4][c:7]1[c:8]([NH:18][C:19]([CH2:20][CH2:21][CH2:22][CH:23]([CH3:24])[CH3:25])=[O:26])[cH:9][c:10]([C:11](=[O:12])[O:13][CH2:14][CH3:15])[cH:16][cH:17]1. Starting materials: OC1=CC(OC(=C1)C)=O (4-hydroxy-6-methyl-2H-pyran-2-one), NCC(=O)O (glycine), [OH-].[Na+] (sodium hydroxide). Run in Cl (hydrochloric acid). The product is OC1=CC(N(C(=C1)C)CC(=O)O)=O (4-Hydroxy-6-methyl-2-oxo-1,2-dihydropyridine-1-acetic Acid). RXN SMILES: [OH:1][C:2]1[CH:7]=[C:6]([CH3:8])O[C:4](=[O:9])[CH:3]=1.[NH2:10][CH2:11][C:12]([OH:14])=[O:13].[OH-].[Na+]>Cl>[OH:1][C:2]1[CH:7]=[C:6]([CH3:8])[N:10]([CH2:11][C:12]([OH:14])=[O:13])[C:4](=[O:9])[CH:3]=1 |f:2.3|. Reported procedure: 178.7 g (1.4 mmol) of 4-hydroxy-6-methyl-2H-pyran-2-one are added, in portions at room temperature, to a solution of 106.4 g (1.4 mmol) of glycine in 1.4 l of a 1 N aqueous sodium hydroxide solution. The mixture is heated under reflux for 1 hour, the reaction medium is cooled and it is acidified with 500 ml of 3 N hydrochloric acid. The reaction medium is then concentrated to half the volume, the precipitate is filtered, it is washed with cold water and it is dried in an oven. Starting materials: CN(CCO)Cc1ccccc1, O=Cc1c(F)cccc1Cl, [H-], [H][H], [Na+], CN(C)C=O. Yields the product CN(CCOc1cccc(Cl)c1C=O)Cc1ccccc1. As a reaction SMILES: [CH2:1]([c:2]1[cH:3][cH:4][cH:5][cH:6][cH:7]1)[N:8]([CH2:9][CH2:10][OH:11])[CH3:12].[Cl:17][c:18]1[c:19]([CH:20]=[O:21])[c:22]([F:26])[cH:23][cH:24][cH:25]1.[H-:13].[H:15][H:16].[Na+:14].[O:27]=[CH:28][N:29]([CH3:30])[CH3:31]>>[CH2:1]([c:2]1[cH:3][cH:4][cH:5][cH:6][cH:7]1)[N:8]([CH2:9][CH2:10][O:11][c:22]1[c:19]([CH:20]=[O:21])[c:18]([Cl:17])[cH:25][cH:24][cH:23]1)[CH3:12].